This data is from the Open Reaction Database (ORD), a public repository of structured organic reaction records. The task is: describe an organic reaction: reactants, conditions, products, and yield Starting materials: ClC1=C2C(=NC=N1)N(N=C2)C2=NC=CN=C2C (4-chloro-1-(3-methylpyrazin-2-yl)-1H-pyrazolo[3,4-d]pyrimidine), C(CC(O)(C(=O)O)CC(=O)O)(=O)O (citric acid), [H-].[Na+] (sodium hydride), [H-].[Na+] (Sodium hydride), O[C@H](C(=O)NC1=NC=C(N=C1)C)COC(C)C ((S)-2-hydroxy-3-isopropoxy-N-(5-methylpyrazin-2-yl)propanamide), O[C@H](C(=O)NC1=NC=C(N=C1)C)COC(C)C ((S)-2-hydroxy-3-isopropoxy-N-(5-methylpyrazin-2-yl)propanamide). Run in C1CCOC1 (THF), O (water), CCOC(=O)C (EtOAc), C1CCOC1 (THF). Run at temperature 0 celsius, time 10 minute. Product: C(C)(C)OC[C@@H](C(=O)NC1=NC=C(N=C1)C)OC1=C2C(=NC=N1)N(N=C2)C2=NC=CN=C2C ((2S)-3-isopropoxy-N-(5-methylpyrazin-2-yl)-2-(1-(3-methylpyrazin-2-yl)-1H-pyrazolo[3,4-d]pyrimidin-4-yloxy)propanamide). Isolated yield 47.4%. As a reaction SMILES: [H-].[Na+].[OH:3][C@@H:4]([CH2:15][O:16][CH:17]([CH3:19])[CH3:18])[C:5]([NH:7][C:8]1[CH:13]=[N:12][C:11]([CH3:14])=[CH:10][N:9]=1)=[O:6].Cl[C:21]1[N:26]=[CH:25][N:24]=[C:23]2[N:27]([C:30]3[C:35]([CH3:36])=[N:34][CH:33]=[CH:32][N:31]=3)[N:28]=[CH:29][C:22]=12.C(O)(=O)CC(CC(O)=O)(C(O)=O)O>C1COCC1.O.CCOC(C)=O>[CH:17]([O:16][CH2:15][C@H:4]([O:3][C:21]1[N:26]=[CH:25][N:24]=[C:23]2[N:27]([C:30]3[C:35]([CH3:36])=[N:34][CH:33]=[CH:32][N:31]=3)[N:28]=[CH:29][C:22]=12)[C:5]([NH:7][C:8]1[CH:13]=[N:12][C:11]([CH3:14])=[CH:10][N:9]=1)=[O:6])([CH3:19])[CH3:18] |f:0.1|. Procedure details: Sodium hydride (22.06 mg, 0.55 mmol) was added to (S)-2-hydroxy-3-isopropoxy-N-(5-methylpyrazin-2-yl)propanamide (Intermediate C8) (110 mg, 0.46 mmol) in anhydrous THF (5 mL) at 0° C. under nitrogen. The resulting solution was stirred at 0° C. for 10 minutes and then 4-chloro-1-(3-methylpyrazin-2-yl)-1H-pyrazolo[3,4-d]pyrimidine (Intermediate I4) (125 mg, 0.51 mmol) in THF (2 mL) was added. The reaction mixture was allowed to warm to room temperature and stirred for 1 hour. Further sodium hydrid... The reactants are aqueous solution, [OH-].[Na+] (caustic soda), C(#N)C(CCC(=O)OCC)ON=C(C1=CC=C(C=C1)OC)C1=CC=C(C=C1)OC (4,4'-dimethoxybenzophenone O-(1-cyano-3-ethoxycarbonylpropyl)oxime). Solvent: O1CCOCC1 (dioxane). The product is C(#N)C(CCC(=O)O)ON=C(C1=CC=C(C=C1)OC)C1=CC=C(C=C1)OC (4,4'-Dimethoxybenzophenone O-(1-cyano-3-carboxypropyl)oxime). Yield: 97.8%. As a reaction SMILES: [C:1]([CH:3]([O:11][N:12]=[C:13]([C:22]1[CH:27]=[CH:26][C:25]([O:28][CH3:29])=[CH:24][CH:23]=1)[C:14]1[CH:19]=[CH:18][C:17]([O:20][CH3:21])=[CH:16][CH:15]=1)[CH2:4][CH2:5][C:6]([O:8]CC)=[O:7])#[N:2].[OH-].[Na+]>O1CCOCC1>[C:1]([CH:3]([O:11][N:12]=[C:13]([C:14]1[CH:19]=[CH:18][C:17]([O:20][CH3:21])=[CH:16][CH:15]=1)[C:22]1[CH:27]=[CH:26][C:25]([O:28][CH3:29])=[CH:24][CH:23]=1)[CH2:4][CH2:5][C:6]([OH:8])=[O:7])#[N:2] |f:1.2|. Procedure details: 3.96 g of the 4,4'-dimethoxybenzophenone O-(1-cyano-3-ethoxycarbonylpropyl)oxime was dissolved in 20 ml of dioxane and 3 ml of a 5N aqueous solution of caustic soda was added thereto. Then the mixture was allowed to react at 60° C. for five hours. After the completion of the reaction, the reaction mixture was acidified and extracted with ethyl acetate. Thus 3.6 g of the title compound was obtained in the form of a colorless oily product. The reactants are CC(=O)OC(C)=O, CN(C)c1ccncc1, ClCCl, CC(c1ccc(-c2ccc(=O)n(C)c2)cc1)N1CCC(CC(C)(C)N)(c2ccccc2)OC1=O. The product is CC(=O)NC(C)(C)CC1(c2ccccc2)CCN(C(C)c2ccc(-c3ccc(=O)n(C)c3)cc2)C(=O)O1. Reaction SMILES: [CH3:35][C:36](=[O:37])[O:38][C:39](=[O:40])[CH3:41].[CH3:42][N:43]([c:44]1[cH:45][cH:46][n:47][cH:48][cH:49]1)[CH3:50].[Cl:51][CH2:52][Cl:53].[NH2:1][C:2]([CH2:3][C:4]1([c:27]2[cH:28][cH:29][cH:30][cH:31][cH:32]2)[CH2:5][CH2:6][N:7]([CH:11]([CH3:12])[c:13]2[cH:14][cH:15][c:16](-[c:19]3[cH:20][n:21]([CH3:26])[c:22](=[O:25])[cH:23][cH:24]3)[cH:17][cH:18]2)[C:8](=[O:10])[O:9]1)([CH3:33])[CH3:34]>>[NH:1]([C:2]([CH2:3][C:4]1([c:27]2[cH:28][cH:29][cH:30][cH:31][cH:32]2)[CH2:5][CH2:6][N:7]([CH:11]([CH3:12])[c:13]2[cH:14][cH:15][c:16](-[c:19]3[cH:20][n:21]([CH3:26])[c:22](=[O:25])[cH:23][cH:24]3)[cH:17][cH:18]2)[C:8](=[O:10])[O:9]1)([CH3:33])[CH3:34])[C:36]([CH3:35])=[O:37]. Reactants: N1=C(C=C2N1C=CC=C2)C=2C=C(C=NC2)C(C)(C)O (2-(5-(pyrazolo[1,5-a]pyridin-2-yl)pyridin-3-yl)propan-2-ol), ClN1C(CCC1=O)=O (N-chlorosuccinimide). Solvent: C(C)#N (acetonitrile). The product is ClC=1C(=NN2C1C=CC=C2)C=2C=C(C=NC2)C(C)(C)O (2-(5-(3-chloropyrazolo[1,5-a]pyridin-2-yl)pyridin-3-yl)propan-2-ol). RXN SMILES: [N:1]1[N:5]2[CH:6]=[CH:7][CH:8]=[CH:9][C:4]2=[CH:3][C:2]=1[C:10]1[CH:11]=[C:12]([C:16]([OH:19])([CH3:18])[CH3:17])[CH:13]=[N:14][CH:15]=1.[Cl:20]N1C(=O)CCC1=O>C(#N)C>[Cl:20][C:3]1[C:2]([C:10]2[CH:11]=[C:12]([C:16]([OH:19])([CH3:17])[CH3:18])[CH:13]=[N:14][CH:15]=2)=[N:1][N:5]2[CH:6]=[CH:7][CH:8]=[CH:9][C:4]=12. Procedure: A solution of the title compound from Example 2 Step A (0.099 g, 0.391 mmol) and N-chlorosuccinimide (0.063 g, 0.469 mmol) in acetonitrile (1.95 ml) was stirred at room temperature for 2 hours. The reaction was then concentrated under reduced pressure, diluted with dichloromethane, washed with saturated aqueous sodium chloride solution, dried over MgSO4, filtered and concentrated under reduced pressure. Starting materials: CCCCC1CCNCC1, CC#N, Cn1c(=O)n(CCCCl)c2ccccc21, [I-], [Na+], [Na+], [Na+], O=C([O-])[O-], O. Yields the product CCCCC1CCN(CCCn2c(=O)n(C)c3ccccc32)CC1. As a reaction SMILES: [CH2:16]([CH2:17][CH2:18][CH3:19])[CH:20]1[CH2:21][CH2:22][NH:23][CH2:24][CH2:25]1.[CH3:34][C:35]#[N:36].[Cl:1][CH2:2][CH2:3][CH2:4][n:5]1[c:6](=[O:15])[n:7]([CH3:14])[c:8]2[c:9]1[cH:10][cH:11][cH:12][cH:13]2.[I-:26].[Na+:27].[Na+:28].[Na+:29].[O-:30][C:31](=[O:32])[O-:33].[OH2:37]>>[CH2:2]([CH2:3][CH2:4][n:5]1[c:6](=[O:15])[n:7]([CH3:14])[c:8]2[c:9]1[cH:10][cH:11][cH:12][cH:13]2)[N:23]1[CH2:22][CH2:21][CH:20]([CH2:16][CH2:17][CH2:18][CH3:19])[CH2:25][CH2:24]1. The reactants are ClC1=CC=C(C=C1)C(C(C)=O)(C)C (3-(4-chlorophenyl)-3-methyl-2-butanone), C(OCC)(OCC)=O (diethyl carbonate), [H-].[Na+] (sodium hydride), oil. The solvent is C(C)(=O)O (acetic acid). Run at temperature 50 celsius, time 30 minute. Yields the product ClC1=CC=C(C=C1)C(C(CC(=O)OCC)=O)(C)C (Ethyl 4-(4-chloro-phenyl)-4-methyl-3-oxo-pentanoate). Isolated yield 29.4%. As a reaction SMILES: [Cl:1][C:2]1[CH:7]=[CH:6][C:5]([C:8]([CH3:13])([CH3:12])[C:9](=[O:11])[CH3:10])=[CH:4][CH:3]=1.[C:14](=O)([O:18]CC)[O:15][CH2:16][CH3:17].[H-].[Na+]>C(O)(=O)C>[Cl:1][C:2]1[CH:3]=[CH:4][C:5]([C:8]([CH3:13])([CH3:12])[C:9](=[O:11])[CH2:10][C:14]([O:15][CH2:16][CH3:17])=[O:18])=[CH:6][CH:7]=1 |f:2.3|. Procedure: To a solution of 3-(4-chlorophenyl)-3-methyl-2-butanone (197 mg, 1 mmol) in diethyl carbonate (1.32 g, 11 mmol) was added at 20° C. under an atmosphere of nitrogen portion wise a dispersion of 55% sodium hydride in mineral oil (91 mg, 2.1 mmol). The reaction turned yellow and was heated to 50° C. After the gas evolution stopped the reaction was stirred at 85° C. for 30 min. After cooling to 20° C. the reaction was poured onto ice-water (2 mL) and then acetic acid (0.14 mL) was added. The reactio...